This data is from the Open Reaction Database (ORD), a public repository of structured organic reaction records. The task is: describe an organic reaction: reactants, conditions, products, and yield Reactants: C(C)(=O)C1=CC=CC=C1 (acetophenone), Cl.NO (hydroxylamine hydrochloride). Run in N1=CC=CC=C1 (pyridine). Conditions: time 5 day. Product: C(C)(C1=CC=CC=C1)=NO (Acetophenone Oxime). Yield: 95.0%. RXN SMILES: [C:1]([C:4]1[CH:9]=[CH:8][CH:7]=[CH:6][CH:5]=1)(=O)[CH3:2].Cl.[NH2:11][OH:12]>N1C=CC=CC=1>[C:1](=[N:11][OH:12])([C:4]1[CH:9]=[CH:8][CH:7]=[CH:6][CH:5]=1)[CH3:2] |f:1.2|. Procedure: In a 50 ml round-bottom flask, a mixture of acetophenone, hydroxylamine hydrochloride in pyridine was stirred, at room temperature under nitrogen blanket, for five days. The reaction mixture was then concentrated under vacuum to remove most of pyridine. The oil was then distilled at 55° C. under 0.1 mbar. The product was obtained in 95% yield. Starting materials: CC(C)(C)OC(=O)n1c(CN(CC=CCN2C(=O)c3ccccc3C2=O)C2CCCc3cccnc32)nc2ccccc21, O=C([O-])O, O=C(O)C(F)(F)F, [Na+]. As a reaction SMILES: [C:1]([O:2][C:3](=[O:4])[n:8]1[c:9]([CH2:17][N:18]([CH:19]2[CH2:20][CH2:21][CH2:22][c:23]3[cH:24][cH:25][cH:26][n:27][c:28]32)[CH2:29][CH:30]=[CH:31][CH2:32][N:33]2[C:34](=[O:43])[c:35]3[cH:36][cH:37][cH:38][cH:39][c:40]3[C:41]2=[O:42])[n:10][c:11]2[c:12]1[cH:13][cH:14][cH:15][cH:16]2)([CH3:5])([CH3:6])[CH3:7].[C:44](=[O:45])([OH:46])[O-:47].[F:49][C:50]([F:51])([F:52])[C:53]([OH:54])=[O:55].[Na+:48]>>[nH:8]1[c:9]([CH2:17][N:18]([CH:19]2[CH2:20][CH2:21][CH2:22][c:23]3[cH:24][cH:25][cH:26][n:27][c:28]32)[CH2:29][CH:30]=[CH:31][CH2:32][N:33]2[C:34](=[O:43])[c:35]3[cH:36][cH:37][cH:38][cH:39][c:40]3[C:41]2=[O:42])[n:10][c:11]2[c:12]1[cH:13][cH:14][cH:15][cH:16]2. Yields the product O=C1c2ccccc2C(=O)N1CC=CCN(Cc1nc2ccccc2[nH]1)C1CCCc2cccnc21. Procedure: In 0.7 ml of acetic acid, 245 mg (0.6 mmol) of oxamide 4-chloro-3-[(2,2,-3,3,4,4,4-heptafluorobutoxy)methyl]phenylhydrazone was dissolved and nitrogen was saturated. The solution was added with 76 mg (0.72 mmol) of benzaldehyde under a nitrogen atmosphere and stirred at room temperature for 16 hours. Then water was added to the solution and the formed crystals were filtered out, washed with water and dried in vacuo. The resulting product was recrystallized from ethyl acetate/n-hexane with nitrog... Reaction conditions: time 16 hour. The yield is 86.5%. RXN SMILES: ClC1C=CC([NH:8][N:9]=[C:10]([C:12]([NH2:14])=[O:13])[NH2:11])=CC=1COCC(F)(F)C(F)(F)C(F)(F)F.[CH:28](=O)[C:29]1[CH:34]=[CH:33][CH:32]=[CH:31][CH:30]=1.O>C(O)(=O)C>[C:29]1([CH:28]2[NH:8][N:9]=[C:10]([C:12]([NH2:14])=[O:13])[NH:11]2)[CH:34]=[CH:33][CH:32]=[CH:31][CH:30]=1. Run in C(C)(=O)O (acetic acid). The product is C1(=CC=CC=C1)C1NC(=NN1)C(=O)N (4,5-dihydro-5-phenyl-1H-1,2,4-triazole-3-carboxamide), 1-[4-chloro-3-](2,2,3,3,4,4,4-heptafluorobutoxy)methyl. The reactants are O (water), C(C1=CC=CC=C1)=O (benzaldehyde), ClC1=C(C=C(C=C1)NN=C(N)C(=O)N)COCC(C(C(F)(F)F)(F)F)(F)F (oxamide 4-chloro-3-[(2,2,-3,3,4,4,4-heptafluorobutoxy)methyl]phenylhydrazone). Starting materials: C1(CC1)NC(=O)C=1C=C(C(=C(C1)C1=C(C=C(C=C1)C(=O)NCC(C)(C)C)OCCCC(=O)NNC(=O)OC(C)(C)C)C)F (1,1-Dimethylethyl 2-{4-[(5′-[(cyclopropylamino)carbonyl]-4-{[(2,2-dimethylpropyl)amino]carbonyl}-3′-fluoro-2′-methyl-2-biphenylyl)oxy]butanoyl}hydrazinecarboxylate), C1(CC1)NC(=O)C=1C=C(C(=C(C1)C1=C(C=C(C=C1)C(=O)NCC(C)(C)C)OCCCC(=O)NNC(=O)OC(C)(C)C)C)F (1,1-Dimethylethyl 2-{4-[(5′-[(cyclopropylamino)carbonyl]-4-{[(2,2-dimethylpropyl)amino]carbonyl}-3′-fluoro-2′-methyl-2-biphenylyl)oxy]butanoyl}hydrazinecarboxylate), C1(CC1)NC(C1=CC(=C(C(=C1)F)C)B1OC(C(O1)(C)C)(C)C)=O (N-cyclopropyl-5-fluoro-4-methyl-3-(4,4,5,5-tetramethyl-[1,3,2]dioxaborolan-2-yl)-benzamide), C(O)([O-])=O.[Na+] (sodiumhydrogen carbonate). Reagents/catalysts: C=1C=CC(=CC1)[P](C=2C=CC=CC2)(C=3C=CC=CC3)[Pd]([P](C=4C=CC=CC4)(C=5C=CC=CC5)C=6C=CC=CC6)([P](C=7C=CC=CC7)(C=8C=CC=CC8)C=9C=CC=CC9)[P](C=1C=CC=CC1)(C=1C=CC=CC1)C=1C=CC=CC1 (tetrakis(triphenylphosphine)palladium). Run in CC(C)O (propan-2-ol). Product: C1(CC1)NC(=O)C=1C=C(C(=C(C1)F)C)C1=C(C=C(C=C1)C(=O)NCC1CC1)OCCN(C)C (N3-Cyclopropyl-N4′-(cyclopropylmethyl)-2′-[2-(dimethylamino)ethoxy]-5-fluoro-6-methyl-1,1′-biphenyl-3,4′-dicarboxamide). RXN SMILES: [CH:1]1([NH:4][C:5]([C:7]2[CH:8]=[C:9]([F:43])[C:10]([CH3:42])=[C:11]([C:13]3[CH:18]=[CH:17][C:16]([C:19]([NH:21][CH2:22][C:23](C)([CH3:25])[CH3:24])=[O:20])=[CH:15][C:14]=3[O:27][CH2:28][CH2:29]CC(NNC(OC(C)(C)C)=O)=O)[CH:12]=2)=[O:6])[CH2:3][CH2:2]1.[CH:44]1([NH:47][C:48](=O)C2C=C(F)C(C)=C(B3OC(C)(C)C(C)(C)O3)C=2)CC1.C(=O)([O-])O.[Na+]>CC(O)C.C1C=CC([P]([Pd]([P](C2C=CC=CC=2)(C2C=CC=CC=2)C2C=CC=CC=2)([P](C2C=CC=CC=2)(C2C=CC=CC=2)C2C=CC=CC=2)[P](C2C=CC=CC=2)(C2C=CC=CC=2)C2C=CC=CC=2)(C2C=CC=CC=2)C2C=CC=CC=2)=CC=1>[CH:1]1([NH:4][C:5]([C:7]2[CH:12]=[C:11]([C:13]3[CH:18]=[CH:17][C:16]([C:19]([NH:21][CH2:22][CH:23]4[CH2:24][CH2:25]4)=[O:20])=[CH:15][C:14]=3[O:27][CH2:28][CH2:29][N:47]([CH3:48])[CH3:44])[C:10]([CH3:42])=[C:9]([F:43])[CH:8]=2)=[O:6])[CH2:2][CH2:3]1 |f:2.3,^1:79,81,100,119|. Reported procedure: N-Cyclopropylmethyl-3-[2-(dimethylarnino)ethoxy]4-iodobenzamide (Intermediate 1) (42 mg), N-cyclopropyl-5-fluoro-4-methyl-3-(4,4,5,5-tetramethyl-[1,3,2]dioxaborolan-2-yl)-benzamide (38 mg), tetrakis(triphenylphosphine)palladium (2 mg) and aqueous sodiumhydrogen carbonate (1M, 0.3 ml) were reacted in propan-2-ol (2 ml) at 9° C. for 20 hours. The solvent was evaporated under vacuum and the residue purified by bond-elut (silica, 10 g) eluting with a methanol/chloroform gradient (1-10% methanol) to ...